Dataset: the Open Reaction Database (ORD), a public repository of structured organic reaction records. Task: describe an organic reaction: reactants, conditions, products, and yield Yields the product C(#N)C1=CC=C(OCCCCBr)C=C1 (4-(4-cyanophenoxy)butyl bromide). The reactants are [K] (potassium), C(#N)C1=CC=C(C=C1)O (4-cyanophenol), BrCCCCBr (1,4-dibromobutane). As a reaction SMILES: [K].[C:2]([C:4]1[CH:9]=[CH:8][C:7]([OH:10])=[CH:6][CH:5]=1)#[N:3].[Br:11][CH2:12][CH2:13][CH2:14][CH2:15]Br>>[C:2]([C:4]1[CH:9]=[CH:8][C:7]([O:10][CH2:15][CH2:14][CH2:13][CH2:12][Br:11])=[CH:6][CH:5]=1)#[N:3] |^1:0|. Procedure: The intermediate 4-(4-cyanophenoxy)butyl bromide was prepared from the potassium salt of 4-cyanophenol and 1,4-dibromobutane.